From a dataset of the Open Reaction Database (ORD), a public repository of structured organic reaction records. describe an organic reaction: reactants, conditions, products, and yield The reactants are COCCC(=O)Cl, [Cl-], Nc1cnc2ccccc2c1NCCCCCSc1ccccc1, c1ccncc1. The product is COCCC(=O)Nc1cnc2ccccc2c1NCCCCCSc1ccccc1. Reaction SMILES: [CH3:1][O:2][CH2:3][CH2:4][C:5](=[O:6])[Cl:7].[Cl-:32].[c:8]1([S:14][CH2:15][CH2:16][CH2:17][CH2:18][CH2:19][NH:20][c:21]2[c:22]([NH2:31])[cH:23][n:24][c:25]3[cH:26][cH:27][cH:28][cH:29][c:30]23)[cH:9][cH:10][cH:11][cH:12][cH:13]1.[cH:33]1[cH:34][cH:35][n:36][cH:37][cH:38]1>>[CH3:1][O:2][CH2:3][CH2:4][C:5](=[O:6])[NH:31][c:22]1[c:21]([NH:20][CH2:19][CH2:18][CH2:17][CH2:16][CH2:15][S:14][c:8]2[cH:9][cH:10][cH:11][cH:12][cH:13]2)[c:30]2[c:25]([n:24][cH:23]1)[cH:26][cH:27][cH:28][cH:29]2. Reactants: CN1CCC(CC1)OC1C2=NC(=C(N2CCC2=C1C=CC=C2)CO)C2=CC=CC=C2 ([4-(1-methylpiperidin-4-yloxy)-2-phenyl-9,10-dihydro-4H-3,10a-diaza-benzo[f]azulen-1-yl]-methanol). Reagents/catalysts: O=[Mn]=O (MnO2), O=[Mn]=O (MnO2). The solvent is O1CCOCC1 (1,4-dioxane). Conditions: temperature 90 celsius. The product is CN1CCC(CC1)OC1C2=NC(=C(N2CCC2=C1C=CC=C2)C=O)C2=CC=CC=C2 (4-(1-methylpiperidin-4-yloxy)-2-phenyl-9,10-dihydro-4H-3,10a-diaza-benzo[f]azulene-1-carbaldehyde). As a reaction SMILES: [CH3:1][N:2]1[CH2:7][CH2:6][CH:5]([O:8][CH:9]2[C:18]3[CH:19]=[CH:20][CH:21]=[CH:22][C:17]=3[CH2:16][CH2:15][N:14]3[C:10]2=[N:11][C:12]([C:25]2[CH:30]=[CH:29][CH:28]=[CH:27][CH:26]=2)=[C:13]3[CH2:23][OH:24])[CH2:4][CH2:3]1>O1CCOCC1.O=[Mn]=O>[CH3:1][N:2]1[CH2:7][CH2:6][CH:5]([O:8][CH:9]2[C:18]3[CH:19]=[CH:20][CH:21]=[CH:22][C:17]=3[CH2:16][CH2:15][N:14]3[C:10]2=[N:11][C:12]([C:25]2[CH:26]=[CH:27][CH:28]=[CH:29][CH:30]=2)=[C:13]3[CH:23]=[O:24])[CH2:4][CH2:3]1. Procedure details: To a solution of [4-(1-methylpiperidin-4-yloxy)-2-phenyl-9,10-dihydro-4H-3,10a-diaza-benzo[f]azulen-1-yl]-methanol (example 257A) (300 mg, 0.745 mmole) in 1,4-dioxane (4 mL) is added MnO2 (320 mg, 3.72 mmole) and the reaction mixture is heated at 90° C. overnight. Another portion of MnO2 (320 mg, 3.72 mmole) is added and the reaction mixture is heated at 90° C. overnight. The reaction mixture is filtered onto celite, cake washed with AcOEt and the solvent is removed under reduced pressure. The r...